From a dataset of the Open Reaction Database (ORD), a public repository of structured organic reaction records. describe an organic reaction: reactants, conditions, products, and yield The reactants are NC1=C2C(=NCN1C1=CC=C(C=C1)NC)SC=C2 (4-amino-3-(4-(methylamino)phenyl)-thieno[2,3-d]pyrimidine), [N-]=C=O (isocyanate), amine, FC1=C(C=C(C=C1)C(F)(F)F)N=C=O (2-fluoro-5-trifluoromethyl-phenyl isocyanate). Yields the product NC1=C2C(=NCN1C1=CC=C(C=C1)N(C)C(=O)NC1=C(C=CC(=C1)C(F)(F)F)F)SC=C2 (4-Amino-3-(4-((2-fluoro-5-(trifluoromethyl)phenyl)-aminocarbonyl(N-methylamino))phenyl)thieno[2,3-d]pyrimidine). RXN SMILES: [NH2:1][C:2]1[N:7]([C:8]2[CH:13]=[CH:12][C:11]([NH:14][CH3:15])=[CH:10][CH:9]=2)[CH2:6][N:5]=[C:4]2[S:16][CH:17]=[CH:18][C:3]=12.[F:19][C:20]1[CH:25]=[CH:24][C:23]([C:26]([F:29])([F:28])[F:27])=[CH:22][C:21]=1[N:30]=[C:31]=[O:32].[N-]=C=O>>[NH2:1][C:2]1[N:7]([C:8]2[CH:9]=[CH:10][C:11]([N:14]([C:31]([NH:30][C:21]3[CH:22]=[C:23]([C:26]([F:27])([F:29])[F:28])[CH:24]=[CH:25][C:20]=3[F:19])=[O:32])[CH3:15])=[CH:12][CH:13]=2)[CH2:6][N:5]=[C:4]2[S:16][CH:17]=[CH:18][C:3]=12. Procedure: The compound was prepared following the procedure described in Example 429, substituting 4-amino-3-(4-(methylamino)phenyl)-thieno[2,3-d]pyrimidine as the amine and using 2-fluoro-5-trifluoromethyl-phenyl isocyanate as the isocyanate of choice. MH+=462. The reactants are C=COC(=O)CCC, COC(C)(C)C, OCC(O)(CO)C(F)(F)F. Yields the product CCCC(=O)OCC(O)(CO)C(F)(F)F. RXN SMILES: [C:1]([CH2:2][CH2:3][CH3:4])(=[O:5])[O:6][CH:7]=[CH2:8].[CH3:19][O:20][C:21]([CH3:22])([CH3:23])[CH3:24].[F:9][C:10]([C:11]([CH2:12][OH:13])([CH2:14][OH:15])[OH:16])([F:17])[F:18]>>[C:1]([CH2:2][CH2:3][CH3:4])(=[O:5])[O:13][CH2:12][C:11]([C:10]([F:9])([F:17])[F:18])([CH2:14][OH:15])[OH:16]. Reactants: CCOC(=O)CC1OB(O)c2cc(Oc3cncc(C#N)n3)cc(C)c21, CCO, Cl. Product: CCOC(=O)CC1OB(O)c2cc(Oc3cncc(CN)n3)cc(C)c21. Reaction SMILES: [CH2:1]([CH3:2])[O:3][C:4]([CH2:5][CH:6]1[c:7]2[c:8]([cH:12][c:13]([O:17][c:18]3[n:19][c:20]([C:24]#[N:25])[cH:21][n:22][cH:23]3)[cH:14][c:15]2[CH3:16])[B:9]([OH:11])[O:10]1)=[O:26].[CH3:28][CH2:29][OH:30].[ClH:27]>>[CH2:1]([CH3:2])[O:3][C:4]([CH2:5][CH:6]1[c:7]2[c:8]([cH:12][c:13]([O:17][c:18]3[n:19][c:20]([CH2:24][NH2:25])[cH:21][n:22][cH:23]3)[cH:14][c:15]2[CH3:16])[B:9]([OH:11])[O:10]1)=[O:26]. Reactants: C(C)(C)N1N=CN=C1C=1SC=2CCOC3=C(C2N1)C=C(C=C3)C3=CC(NC=C3)=O (4-[2-(2-Isopropyl-2H-[1,2,4]triazol-3-yl)-4,5-dihydro-6-oxa-3-thia-1-aza-benzo[e]azulen-9-yl]-1H-pyridin-2-one), IC(C)C (2-iodopropane). Yields the product C(C)(C)N1N=CN=C1C=1SC=2CCOC3=C(C2N1)C=C(C=C3)C3=CC(=NC=C3)OC(C)C (4-[2-(2-Isopropyl-2H-[1,2,4]triazol-3-yl)-4,5-dihydro-6-oxa-3-thia-1-aza-benzo[e]azulen-9-yl]-(2-isopropoxyl)pyridine). Reaction SMILES: [CH:1]([N:4]1[C:8]([C:9]2[S:10][C:11]3[CH2:12][CH2:13][O:14][C:15]4[CH:22]=[CH:21][C:20]([C:23]5[CH:28]=[CH:27][NH:26][C:25](=[O:29])[CH:24]=5)=[CH:19][C:16]=4[C:17]=3[N:18]=2)=[N:7][CH:6]=[N:5]1)([CH3:3])[CH3:2].I[CH:31]([CH3:33])[CH3:32]>>[CH:1]([N:4]1[C:8]([C:9]2[S:10][C:11]3[CH2:12][CH2:13][O:14][C:15]4[CH:22]=[CH:21][C:20]([C:23]5[CH:28]=[CH:27][N:26]=[C:25]([O:29][CH:31]([CH3:33])[CH3:32])[CH:24]=5)=[CH:19][C:16]=4[C:17]=3[N:18]=2)=[N:7][CH:6]=[N:5]1)([CH3:3])[CH3:2]. Reported procedure: Following the procedure for Example 478, 4-[2-(2-Isopropyl-2H-[1,2,4]triazol-3-yl)-4,5-dihydro-6-oxa-3-thia-1-aza-benzo[e]azulen-9-yl]-1H-pyridin-2-one 505 and 2-iodopropane were reacted to give 540. 1H NMR (400 MHz, DMSO) δ 8.81 (s, 1H), 8.24 (d, J=5.4 Hz, 1H), 8.13 (s, 1H), 7.74 (d, J=8.4 Hz, 1H), 7.25 (d, J=5.3 Hz, 1H), 7.19 (d, J=8.7 Hz, 1H), 5.85 (dt, J=13.3, 6.7 Hz, 1H), 5.38-5.22 (m, 1H), 4.44 (s, 2H), 3.48 (s, 2H), 1.59 (d, J=6.5 Hz, 6H), 1.32 (d, J=6.0 Hz, 6H). MS (ESI(+)): m/z 448.1 (M...